From a dataset of the Open Reaction Database (ORD), a public repository of structured organic reaction records. describe an organic reaction: reactants, conditions, products, and yield Reactants: C(C)(=O)OC=C (VAc), C(C)(=O)OC=C (vinyl acetate), C(C)(=O)OCC=C (allyl acetate), N(=NC(C#N)(C)C)C(C#N)(C)C (2,2'-azobisisobutyronitrile), C(C)(=O)OCC=C (AAc). Run in CO (methanol), CO (methanol), CO (methanol). Reaction conditions: temperature 65 celsius. Yields the product C(C)(=O)OC=C.C(C)(=O)OCC=C (VAc AAc). RXN SMILES: [C:1]([O:4][CH:5]=[CH2:6])(=[O:3])[CH3:2].[C:7]([O:10][CH2:11][CH:12]=[CH2:13])(=[O:9])[CH3:8].N(C(C)(C)C#N)=NC(C)(C)C#N>CO>[C:1]([O:4][CH:5]=[CH2:6])(=[O:3])[CH3:2].[C:7]([O:10][CH2:11][CH:12]=[CH2:13])(=[O:9])[CH3:8] |f:4.5|. Procedure details: A reactor was charged with 1125 parts of vinyl acetate (VAc), 150 parts of allyl acetate (AAc), and 1570 parts of methanol. The atmosphere in the reactor was completely replaced with nitrogen. The external temperature was raised to 65° C., and when the internal temperature had reached 60° C., 19.5 parts of 2,2'-azobisisobutyronitrile was added to initiate polymerization. Five hours later, when conversion to polymer reached 70%, the reactor was cooled to suspend polymerization. Unreacted VAc and ... The reactants are C(C)(C)(C)C1=CC=C(OC2=CC=C3C=C(N=C(C3=C2)CC2CCCC2)C(=O)O)C=C1 (7-(4-tert-Butyl-phenoxy)-1-cyclopentylmethyl-isoquinoline-3-carboxylic acid), COC([C@H](CC1=CC=CC=C1)N)=O ((2S)-amino-3-phenyl propionic acid methyl ester), ester. Product: C(C)(C)(C)C1=CC=C(OC2=CC=C3C=C(N=C(C3=C2)CC2CCCC2)C(=O)N[C@H](C(=O)O)CC2=CC=CC=C2)C=C1 ((2S)-{[7-(4-tert-Butyl-phenoxy)-1-cyclopentylmethyl-isoquinoline-3-carbonyl]-amino}-3-phenyl-propionic acid). The yield is 89.6%. Reaction SMILES: [C:1]([C:5]1[CH:30]=[CH:29][C:8]([O:9][C:10]2[CH:19]=[C:18]3[C:13]([CH:14]=[C:15]([C:26](O)=[O:27])[N:16]=[C:17]3[CH2:20][CH:21]3[CH2:25][CH2:24][CH2:23][CH2:22]3)=[CH:12][CH:11]=2)=[CH:7][CH:6]=1)([CH3:4])([CH3:3])[CH3:2].C[O:32][C:33](=[O:43])[C@@H:34]([NH2:42])[CH2:35][C:36]1[CH:41]=[CH:40][CH:39]=[CH:38][CH:37]=1>>[C:1]([C:5]1[CH:30]=[CH:29][C:8]([O:9][C:10]2[CH:19]=[C:18]3[C:13]([CH:14]=[C:15]([C:26]([NH:42][C@@H:34]([CH2:35][C:36]4[CH:41]=[CH:40][CH:39]=[CH:38][CH:37]=4)[C:33]([OH:32])=[O:43])=[O:27])[N:16]=[C:17]3[CH2:20][CH:21]3[CH2:22][CH2:23][CH2:24][CH2:25]3)=[CH:12][CH:11]=2)=[CH:7][CH:6]=1)([CH3:4])([CH3:2])[CH3:3]. Procedure: 50 mg (0.12 mmol) of 7-(4-tert-butyl-phenoxy)-1-cyclopentylmethyl-isoquinoline-3-carboxylic acid (Example 419) was reacted with (2S)-amino-3-phenyl propionic acid methyl ester (24.4 mg, 0.13 mmol) as described in general procedure A. The resulting ester was hydrolyzed as described in general procedure C to afford 59.2 mg of the title compound as a white solid. RXN SMILES: [N:1]1([CH:7]2[CH2:12][CH2:11][CH:10]([O:13][C:14]3[N:15]=[CH:16][N:17]=[C:18]4[C:25]=3[C:24]3[CH:23]([CH2:26]O)[CH2:22][CH2:21][C:20]=3[S:19]4)[CH2:9][CH2:8]2)[CH2:6][CH2:5][O:4][CH2:3][CH2:2]1.N1C=CN=C1.C1C=CC(P(C2C=CC=CC=2)C2C=CC=CC=2)=CC=1.[I:52]I>C(Cl)Cl>[I:52][CH2:26][CH:23]1[CH2:22][CH2:21][C:20]2[S:19][C:18]3[C:25](=[C:14]([O:13][CH:10]4[CH2:11][CH2:12][CH:7]([N:1]5[CH2:6][CH2:5][O:4][CH2:3][CH2:2]5)[CH2:8][CH2:9]4)[N:15]=[CH:16][N:17]=3)[C:24]1=2. The product is ICC1C=2C3=C(N=CN=C3SC2CC1)OC1CCC(CC1)N1CCOCC1 (3-(iodomethyl)-12-[[4-(morpholin-4-yl)cyclohexyl]oxy]-7-thia-9,11-diazatricyclo[6.4.0.0[2,6]]dodeca-1(12),2(6),8,10-tetraene). Procedure: A 20-mL round-bottom flask purged and maintained with an inert atmosphere of nitrogen was charged with a solution of (12-[[4-(morpholin-4-yl)cyclohexyl]oxy]-7-thia-9,11-diazatricyclo[6.4.0.0[2,6]]dodeca-1(12),2(6),8,10-tetraen-3-yl)methanol (260 mg, 0.67 mmol, 1.00 equiv) in DCM (20 mL). Imidazole (91 mg, 1.34 mmol, 2.00 equiv) and PPh3 (264 mg, 1.01 mmol, 1.50 equiv) were added successively, followed by the addition of I2 (255 mg, 1.00 mmol, 1.50 equiv) at room temperature. The resulting soluti... Yield: 85.8%. Run at time 8 hour. Solvent: C(Cl)Cl (DCM), C(Cl)Cl (DCM). The reactants are II (I2), N1C=NC=C1 (Imidazole), C1=CC=C(C=C1)P(C2=CC=CC=C2)C3=CC=CC=C3 (PPh3), N1(CCOCC1)C1CCC(CC1)OC=1N=CN=C2SC=3CCC(C3C12)CO ((12-[[4-(morpholin-4-yl)cyclohexyl]oxy]-7-thia-9,11-diazatricyclo[6.4.0.0[2,6]]dodeca-1(12),2(6),8,10-tetraen-3-yl)methanol). The reactants are O=C([O-])O, CCOC(C)=O, C1CCCCC1, CO, ClCCl, [Na+], COC(=O)C(CO)N(Cc1ccccc1)C(=O)C1COCCN1C(=O)OC(C)(C)C, O=C(O)C(F)(F)F. Product: O=C1C(CO)N(Cc2ccccc2)C(=O)C2COCCN12. As a reaction SMILES: [C:38](=[O:39])([O-:40])[OH:41].[C:43]([O:44][CH2:45][CH3:46])(=[O:47])[CH3:48].[CH2:49]1[CH2:50][CH2:51][CH2:52][CH2:53][CH2:54]1.[CH3:58][OH:59].[Cl:55][CH2:56][Cl:57].[Na+:42].[OH:1][CH2:2][CH:3]([N:8]([C:9](=[O:10])[CH:11]1[CH2:12][O:13][CH2:14][CH2:15][N:16]1[C:17]([O:4][C:5]([CH3:6])([CH3:7])[CH3:19])=[O:18])[CH2:24][c:25]1[cH:26][cH:27][cH:28][cH:29][cH:30]1)[C:20]([O:21][CH3:22])=[O:23].[OH:31][C:32]([C:33]([F:34])([F:35])[F:36])=[O:37]>>[OH:1][CH2:2][CH:3]1[N:8]([CH2:24][c:25]2[cH:26][cH:27][cH:28][cH:29][cH:30]2)[C:9](=[O:10])[CH:11]2[CH2:12][O:13][CH2:14][CH2:15][N:16]2[C:17]1=[O:18]. The reactants are FC1=CC(=C(C=C1)C1=C(C=NC=C1)N(C(C1=CC(=CC(=C1)S(=O)(=O)C)I)=O)C)OC (N-[4-(4-fluoro-2-methoxy-phenyl)-pyridin-3-yl]-3-iodo-5-methanesulfonyl-N-methyl-benzamide), CS(=O)(=O)[O-].[Na+] (sodium methanesulfonate), [NH4+].[Cl-] (NH4Cl), N1[C@H](C(=O)O)CCC1 (L-proline), [H-].[Na+] (sodium hydride). The reagents and catalysts are [Cu]I (copper(I)iodide). Run in CCOC(=O)C (EtOAc), CS(=O)C (DMSO). Run at time 30 minute. Yields the product ClC=1C=C(C(=O)N(C)C=2C=NC=CC2C2=C(C=C(C=C2)F)OC)C=C(C1)S(=O)(=O)C (3-Chloro-N-[4-(4-fluoro-2-methoxy-phenyl)-pyridin-3-yl]-5-methanesulfonyl-N-methyl-benzamide). As a reaction SMILES: N1CCC[C@H]1C(O)=O.[H-].[Na+].[F:11][C:12]1[CH:17]=[CH:16][C:15]([C:18]2[CH:23]=[CH:22][N:21]=[CH:20][C:19]=2[N:24]([CH3:38])[C:25](=[O:37])[C:26]2[CH:31]=[C:30]([S:32]([CH3:35])(=[O:34])=[O:33])[CH:29]=[C:28](I)[CH:27]=2)=[C:14]([O:39][CH3:40])[CH:13]=1.CS([O-])(=O)=O.[Na+].[NH4+].[Cl-:48]>CS(C)=O.[Cu]I.CCOC(C)=O>[Cl:48][C:28]1[CH:27]=[C:26]([CH:31]=[C:30]([S:32]([CH3:35])(=[O:34])=[O:33])[CH:29]=1)[C:25]([N:24]([C:19]1[CH:20]=[N:21][CH:22]=[CH:23][C:18]=1[C:15]1[CH:16]=[CH:17][C:12]([F:11])=[CH:13][C:14]=1[O:39][CH3:40])[CH3:38])=[O:37] |f:1.2,4.5,6.7|. Procedure: To a solution of L-proline (27.8 mg, 242 μmol) in DMSO (3 ml) was added sodium hydride (9.66 mg, 242 μmol, 60% dispersion in mineral oil). The mixture was stirred at room temperature for 30 minutes then copper(I)iodide (46.0 mg, 242 μmol) and N-[4-(4-fluoro-2-methoxy-phenyl)-pyridin-3-yl]-3-iodo-5-methanesulfonyl-N-methyl-benzamide (150 mg, 302 μmol) and sodium methanesulfonate (247 mg, 2.42 mmol) were added. The reaction mixture was stirred for 4 hours at 120° C. The reaction mixture was poured... Starting materials: C(C)C=1C(NC(NC1OC1=CC(=CC(=C1)C)C)=O)=O (5-Ethyl-6-(3,5-dimethylphenoxy)-2,4-pyrimidinedione), C=1(C(=CC=CC1)S(=O)(=O)OCC1CC=CC1)C ((cyclopent-3-en-1-yl)methyl toluenesulfonate). The product is C1(CC=CC1)CN1C(NC(C(=C1OC1=CC(=CC(=C1)C)C)CC)=O)=O (1-[(Cyclopent-3-en-1-yl) methyl]-5-ethyl-6-(3,5-dimethylphenoxy)-2,4-pyrimidinedione). Yield: 49.9%. As a reaction SMILES: [CH2:1]([C:3]1[C:4](=[O:19])[NH:5][C:6](=[O:18])[NH:7][C:8]=1[O:9][C:10]1[CH:15]=[C:14]([CH3:16])[CH:13]=[C:12]([CH3:17])[CH:11]=1)[CH3:2].C1(C)C(S(O[CH2:30][CH:31]2[CH2:35][CH:34]=[CH:33][CH2:32]2)(=O)=O)=CC=CC=1>>[CH:31]1([CH2:30][N:7]2[C:8]([O:9][C:10]3[CH:11]=[C:12]([CH3:17])[CH:13]=[C:14]([CH3:16])[CH:15]=3)=[C:3]([CH2:1][CH3:2])[C:4](=[O:19])[NH:5][C:6]2=[O:18])[CH2:35][CH:34]=[CH:33][CH2:32]1. Procedure details: 5-Ethyl-6-(3,5-dimethylphenoxy)-2,4-pyrimidinedione and (cyclopent-3-en-1-yl)methyl toluenesulfonate were reacted by the same method with the example 1 to obtain the titled compound (68 mg). The reactants are CN1CCCCC1 (N-methylpiperidine), C(#N)C1=CC=C(OCC(C)N)C=C1 (2-(4-cyanophenoxy)-1-methylethylamine), O(C1=CC=CC=C1)C(=O)N[C@@H](C(C)C)C(=O)O (N-phenoxycarbonyl-L-valine), ClC(=O)OCC(C)C (isobutyl chloroformate). Solvent: C(Cl)Cl (methylene chloride), O (Water). Conditions: time 10 minute. The product is C(#N)C1=CC=C(OCC(C)NC([C@@H](NC(=O)OC2=CC=CC=C2)C(C)C)=O)C=C1 (N1 -[2-(4-cyanophenoxy)-1-methylethyl]-N2 -phenoxycarbonyl-L-valinamide). Yield: 14.4%. RXN SMILES: CN1CCCCC1.[O:8]([C:15]([NH:17][C@H:18]([C:22]([OH:24])=O)[CH:19]([CH3:21])[CH3:20])=[O:16])[C:9]1[CH:14]=[CH:13][CH:12]=[CH:11][CH:10]=1.ClC(OCC(C)C)=O.[C:33]([C:35]1[CH:45]=[CH:44][C:38]([O:39][CH2:40][CH:41]([NH2:43])[CH3:42])=[CH:37][CH:36]=1)#[N:34]>C(Cl)Cl.O>[C:33]([C:35]1[CH:45]=[CH:44][C:38]([O:39][CH2:40][CH:41]([NH:43][C:22](=[O:24])[C@H:18]([CH:19]([CH3:20])[CH3:21])[NH:17][C:15]([O:8][C:9]2[CH:10]=[CH:11][CH:12]=[CH:13][CH:14]=2)=[O:16])[CH3:42])=[CH:37][CH:36]=1)#[N:34]. Procedure: 1.8 g of N-methylpiperidine was added to a solution containing 4.2 g of N-phenoxycarbonyl-L-valine dissolved in 100 ml of methylene chloride, at -20° C. After the mixture was stirred for 10 minutes at the same temperature. 2.4 g of isobutyl chloroformate was added to the mixture, and stirred for 1 hour at -20° C. 3.1 g of 2-(4-cyanophenoxy)-1-methylethylamine was added to this mixture at -60° C., and then the reaction mixture was allowed to sit and warm naturally to room temperature while being ... Reactants: C(=C)OC(=O)N1CC(CC1)C1=NOC2=C1C=CC(=C2)F (3-(6-fluoro-1,2-benzisoxazol-3-yl)-1-pyrrolidinylcarboxylic acid ethenyl ester), Cl (hydrochloric acid). Solvent: C(C)(C)O (isopropyl alcohol). Run at temperature 0 celsius. The product is Cl.FC1=CC2=C(C(=NO2)C2CNCC2)C=C1 (6-Fluoro-3-(3-pyrrolidinyl)-1,2-benzisoxazole hydrochloride). As a reaction SMILES: C(OC([N:6]1[CH2:10][CH2:9][CH:8]([C:11]2[C:15]3[CH:16]=[CH:17][C:18]([F:20])=[CH:19][C:14]=3[O:13][N:12]=2)[CH2:7]1)=O)=C.[ClH:21]>C(O)(C)C>[ClH:21].[F:20][C:18]1[CH:17]=[CH:16][C:15]2[C:11]([CH:8]3[CH2:9][CH2:10][NH:6][CH2:7]3)=[N:12][O:13][C:14]=2[CH:19]=1 |f:3.4|. Reported procedure: A mixture of 3-(6-fluoro-1,2-benzisoxazol-3-yl)-1-pyrrolidinylcarboxylic acid ethenyl ester (5.1 g, 18.4 mmol, hydrochloric acid (5 ml), and isopropyl alcohol (50 ml) was heated at reflux for 3.5 hours. At the end of the reaction, the solvent was reduced to about 30 ml on a rotary evaporator and the mixture was cooled to 0° C. for 2 hours. The crystals were collected by filtration and rinsed with cold isopropyl alcohol. The 6-fluoro-3-(3-pyrrolidinyl)-1,2-benzisoxazole hydrochloride product weig... The reactants are [OH-].[K+] (potassium hydroxide), CC(C)(OC(=O)N[C@@H](CC1=CC=C(C=C1)O)C(=O)N[C@H](CCSC)C(=O)OC)C (N-[N-[(1,1-dimethylethoxy)carbonyl]-L-tyrosyl]-D-methionine, methyl ester), OS(=O)(=O)[O-].[K+] (KHSO4), C(Cl)Cl (CH2Cl2). Run in O1CCCC1 (tetrahydrofuran), O (water). Run at time 4 hour. The product is CC(C)(OC(=O)N[C@@H](CC1=CC=C(C=C1)O)C(=O)N[C@H](CCSC)C(=O)O)C (N-[N-[(1,1-dimethylethoxy)carbonyl]-L-tyrosyl]-D-methionine). Isolated yield 103.4%. Reaction SMILES: [CH3:1][C:2]([CH3:29])([O:4][C:5]([NH:7][C@H:8]([C:17]([NH:19][C@@H:20]([C:25]([O:27]C)=[O:26])[CH2:21][CH2:22][S:23][CH3:24])=[O:18])[CH2:9][C:10]1[CH:15]=[CH:14][C:13]([OH:16])=[CH:12][CH:11]=1)=[O:6])[CH3:3].[OH-].[K+].OS([O-])(=O)=O.[K+].C(Cl)Cl>O1CCCC1.O>[CH3:3][C:2]([CH3:29])([O:4][C:5]([NH:7][C@H:8]([C:17]([NH:19][C@@H:20]([C:25]([OH:27])=[O:26])[CH2:21][CH2:22][S:23][CH3:24])=[O:18])[CH2:9][C:10]1[CH:15]=[CH:14][C:13]([OH:16])=[CH:12][CH:11]=1)=[O:6])[CH3:1] |f:1.2,3.4|. Reported procedure: The title product of Example 1 (25.0 g, 58.6 mmol) dissolved in 150 ml of tetrahydrofuran (THF) was combined with a solution of potassium hydroxide (KOH, 7.7 g, 0.12 mmol) dissolved in 375 ml of water. After this reaction was stirred for 4 h, it was poured into a mixture of 2.5N KHSO4 (400 ml) and CH2Cl2 (500 ml). The organic layer was separated and the aqueous (pH2) was extracted 3×100 ml of CH2Cl2. The combined organics were washed with 150 ml of brine, dried over Na2SO4, and stripped of all s...